describe an organic reaction: reactants, conditions, products, and yield From a dataset of the Open Reaction Database (ORD), a public repository of structured organic reaction records. Reactants: [Li+].[OH-] (LiOH), C(C)OC(=O)[C@@]12NC([C@@H]3C[C@H](CN3C([C@H](CCCCC\C=C/[C@@H]2C1)NC(=O)OC(C)(C)C)=O)OC1=CC(=NC2=CC(=CC=C12)OC)C=1N=C(SC1)NC(C)=O)=O ((1S,4R,6S,14S,18R)-7-cis-18-[2-(2-Acetylaminothiazol-4-yl)-7-methoxy-quinolin-4-yloxy]-14-tert-butoxycarbonylamino-2,15-dioxo-3,16-diazatricyclo[14.3.0.04,6]nonadec-7-ene-4-carboxylic ethyl ester). The solvent is O (H2O), C1CCOC1 (THF), CO (MeOH). The product is C(C)(=O)NC=1SC=C(N1)C1=NC2=CC(=CC=C2C(=C1)O[C@H]1CN2C([C@H](CCCCC\C=C/[C@@H]3C[C@]3(NC([C@@H]2C1)=O)C(=O)O)NC(=O)OC(C)(C)C)=O)OC ((1S,4R,6S,14S,18R)-7-cis-18-[2-(2-Acetylaminothiazol-4-yl)-7-methoxyquinolin-4-yloxy]-14-tert-butoxycar-bonylamino-2,15-dioxo-3,16-diazatricyclo[14.3.0.04,6]-nonadec-7-ene-4-carboxylic acid). Yield: 86.2%. RXN SMILES: C([O:3][C:4]([C@@:6]12[CH2:24][C@H:23]1[CH:22]=[CH:21][CH2:20][CH2:19][CH2:18][CH2:17][CH2:16][C@H:15]([NH:25][C:26]([O:28][C:29]([CH3:32])([CH3:31])[CH3:30])=[O:27])[C:14](=[O:33])[N:13]1[C@@H:9]([CH2:10][C@@H:11]([O:34][C:35]3[C:44]4[C:39](=[CH:40][C:41]([O:45][CH3:46])=[CH:42][CH:43]=4)[N:38]=[C:37]([C:47]4[N:48]=[C:49]([NH:52][C:53](=[O:55])[CH3:54])[S:50][CH:51]=4)[CH:36]=3)[CH2:12]1)[C:8](=[O:56])[NH:7]2)=[O:5])C.[Li+].[OH-]>C1COCC1.CO.O>[C:53]([NH:52][C:49]1[S:50][CH:51]=[C:47]([C:37]2[CH:36]=[C:35]([O:34][C@@H:11]3[CH2:10][C@@H:9]4[N:13]([C:14](=[O:33])[C@@H:15]([NH:25][C:26]([O:28][C:29]([CH3:30])([CH3:31])[CH3:32])=[O:27])[CH2:16][CH2:17][CH2:18][CH2:19][CH2:20][CH:21]=[CH:22][C@H:23]5[C@:6]([C:4]([OH:5])=[O:3])([NH:7][C:8]4=[O:56])[CH2:24]5)[CH2:12]3)[C:44]3[C:39](=[CH:40][C:41]([O:45][CH3:46])=[CH:42][CH:43]=3)[N:38]=2)[N:48]=1)(=[O:55])[CH3:54] |f:1.2|. Procedure: Step 29i) Following an analogous experimental and purification procedure to Step 1i, (1S,4R,6S,14S,18R)-7-cis-18-[2-(2-Acetylaminothiazol-4-yl)-7-methoxy-quinolin-4-yloxy]-14-tert-butoxycarbonylamino-2,15-dioxo-3,16-diazatricyclo[14.3.0.04,6]nonadec-7-ene-4-carboxylic ethyl ester (180 mg, 0.228 mmol) in 14 mL of THF and 3.5 mL of MeOH was reacted with 92 mg (2.3 mmol) of LiOH in 7 mL of H2O to afford (1S,4R,6S,14S,18R)-7-cis-18-[2-(2-Acetylaminothiazol-4-yl)-7-methoxyquinolin-4-yloxy]-14-tert-bu... Solvent: ClCCl (dichloromethane). Yield: 76.9%. The product is COC(\C=C\C=1OC2=C(C1CCCCC)C=CC(=C2)OC)=O ((E)-3-(6-methoxy-3-pentylbenzofuran-2-yl)-2-propenoic acid methyl ester). Procedure: As in Example 111, 6-methoxy-3-pentyl-2-benzofurancarboxaldehyde (4.82 g) and (carbomethoxymethylene)triphenylphosphorane (6.7 g) in dichloromethane (75 mL) was stirred at room temperature for 42 hours. Purification of the crude reaction product by HPLC (diethyl ether-hexane; 1:12) gave 4.55 g of (E)-3-(6-methoxy-3-pentylbenzofuran-2-yl)-2-propenoic acid methyl ester as an oil. As a reaction SMILES: [CH3:1][O:2][C:3]1[CH:18]=[CH:17][C:6]2[C:7]([CH2:12][CH2:13][CH2:14][CH2:15][CH3:16])=[C:8]([CH:10]=O)[O:9][C:5]=2[CH:4]=1.[C:19]([CH:23]=P(C1C=CC=CC=1)(C1C=CC=CC=1)C1C=CC=CC=1)([O:21][CH3:22])=[O:20]>ClCCl>[CH3:22][O:21][C:19](=[O:20])/[CH:23]=[CH:10]/[C:8]1[O:9][C:5]2[CH:4]=[C:3]([O:2][CH3:1])[CH:18]=[CH:17][C:6]=2[C:7]=1[CH2:12][CH2:13][CH2:14][CH2:15][CH3:16]. Starting materials: COC1=CC2=C(C(=C(O2)C=O)CCCCC)C=C1 (6-methoxy-3-pentyl-2-benzofurancarboxaldehyde), C(=O)(OC)C=P(C1=CC=CC=C1)(C1=CC=CC=C1)C1=CC=CC=C1 ((carbomethoxymethylene)triphenylphosphorane). Starting materials: C(=O)(O)CN(S(=O)(=O)C)C1=C2N=C(C(=NC2=CC(=C1Cl)Cl)OC)OC (N-(carboxymethyl)-N-(6,7-dichloro-2,3-dimethoxyquinoxalin-5-yl)methanesulphonamide), N,N'-carbonyldiimidazole, O1CCCC1 (tetrahydrofuran), O.NN (hydrazine hydrate). Reaction conditions: time 3 hour. The product is ClC=1C(=C2N=C(C(=NC2=CC1Cl)OC)OC)N(S(=O)(=O)C)CC(=O)NN (N-(6,7-dichloro-2,3-dimethoxyquinoxalin-5-yl)-N-(hydrazinocarbonylmethyl)methanesulphonamide). The yield is 29.0%. As a reaction SMILES: [C:1]([CH2:4][N:5]([C:10]1[C:19]([Cl:20])=[C:18]([Cl:21])[CH:17]=[C:16]2[C:11]=1[N:12]=[C:13]([O:24][CH3:25])[C:14](OC)=[N:15]2)[S:6]([CH3:9])(=[O:8])=[O:7])(O)=[O:2].[OH2:26].[NH2:27][NH2:28].O1CCC[CH2:30]1>>[Cl:20][C:19]1[C:10]([N:5]([CH2:4][C:1]([NH:27][NH2:28])=[O:2])[S:6]([CH3:9])(=[O:8])=[O:7])=[C:11]2[C:16](=[CH:17][C:18]=1[Cl:21])[N:15]=[C:14]([O:26][CH3:30])[C:13]([O:24][CH3:25])=[N:12]2 |f:1.2|. Reported procedure: A mixture of N-(carboxymethyl)-N-(6,7-dichloro-2,3-dimethoxyquinoxalin-5-yl)methanesulphonamide (500 mg, 1.219 mmol) and N,N'-carbonyldiimidazole (296 mg, 1.828 mmol) in dry tetrahydrofuran (15 ml) was heated at reflux for 1 hour, cooled and concentrated under reduced pressure. The residue was partitioned between dichloromethane (20 ml) and water (10 ml). The organic solution was dried (MgSO4) and concentrated under reduced pressure. The residue was dissolved in dry tetrahydrofuran and hydrazine...